This data is from the Open Reaction Database (ORD), a public repository of structured organic reaction records. The task is: describe an organic reaction: reactants, conditions, products, and yield Reactants: OC1=NCCCCC1, N#CCc1ccccc1, COC, C1=NCCCN2CCCCC12. Product: N#CC(=C1CCCCCN1)c1ccccc1. As a reaction SMILES: [C:4]1([OH:11])=[N:10][CH2:9][CH2:8][CH2:7][CH2:6][CH2:5]1.[CH2:12]([c:13]1[cH:14][cH:15][cH:16][cH:17][cH:18]1)[C:19]#[N:20].[CH3:1][O:2][CH3:3].[N:21]12[CH2:22][CH2:23][CH2:24][CH2:25][CH:26]1[CH:27]=[N:28][CH2:29][CH2:30][CH2:31]2>>[C:4]1(=[C:12]([c:13]2[cH:14][cH:15][cH:16][cH:17][cH:18]2)[C:19]#[N:20])[CH2:5][CH2:6][CH2:7][CH2:8][CH2:9][NH:10]1.